Dataset: the Open Reaction Database (ORD), a public repository of structured organic reaction records. Task: describe an organic reaction: reactants, conditions, products, and yield Yields the product C=CCC(OC1C(COCc2ccccc2)OC(n2cc(C)c(=O)[nH]c2=O)C1O)c1ccccc1. The reactants are C=CCC(OC1C(COCc2ccccc2)OC(n2cc(C)c(=O)[nH]c2=O)C1OC(C)=O)c1ccccc1, C[O-], CO, Cl, [Na+]. As a reaction SMILES: [C:1](=[O:2])([CH3:3])[O:4][CH:5]1[CH:6]([n:30]2[c:31](=[O:32])[nH:33][c:34](=[O:35])[c:36]([CH3:37])[cH:38]2)[O:7][CH:8]([CH2:21][O:22][CH2:23][c:24]2[cH:25][cH:26][cH:27][cH:28][cH:29]2)[CH:9]1[O:10][CH:11]([c:12]1[cH:13][cH:14][cH:15][cH:16][cH:17]1)[CH2:18][CH:19]=[CH2:20].[CH3:39][O-:40].[CH3:43][OH:44].[ClH:42].[Na+:41]>>[OH:4][CH:5]1[CH:6]([n:30]2[c:31](=[O:32])[nH:33][c:34](=[O:35])[c:36]([CH3:37])[cH:38]2)[O:7][CH:8]([CH2:21][O:22][CH2:23][c:24]2[cH:25][cH:26][cH:27][cH:28][cH:29]2)[CH:9]1[O:10][CH:11]([c:12]1[cH:13][cH:14][cH:15][cH:16][cH:17]1)[CH2:18][CH:19]=[CH2:20]. Reactants: C1COCCOCCOCCOCCO1, Cl, O=Cc1c[nH]c(-c2ccccc2F)c1, [H-], [Na+], C1CCOC1, O=S(=O)(Cl)c1cccnc1. Product: O=Cc1cc(-c2ccccc2F)n(S(=O)(=O)c2cccnc2)c1. As a reaction SMILES: [CH2:17]1[O:18][CH2:19][CH2:20][O:21][CH2:22][CH2:23][O:24][CH2:25][CH2:26][O:27][CH2:28][CH2:29][O:30][CH2:31]1.[ClH:32].[F:1][c:2]1[c:3](-[c:8]2[cH:9][c:10]([CH:13]=[O:14])[cH:11][nH:12]2)[cH:4][cH:5][cH:6][cH:7]1.[H-:15].[Na+:16].[O:43]1[CH2:44][CH2:45][CH2:46][CH2:47]1.[n:33]1[cH:34][c:35]([S:39](=[O:40])(=[O:41])[Cl:42])[cH:36][cH:37][cH:38]1>>[F:1][c:2]1[c:3](-[c:8]2[cH:9][c:10]([CH:13]=[O:14])[cH:11][n:12]2[S:39]([c:35]2[cH:34][n:33][cH:38][cH:37][cH:36]2)(=[O:40])=[O:41])[cH:4][cH:5][cH:6][cH:7]1. Starting materials: CON(C(=O)C=1N=CN(C1)C=1C=C(C=CC1)C1=C(C=CC(=C1)F)OC)C (1-(5′-Fluoro-2′-methoxy-biphenyl-3-yl)-1H-imidazole-4-carboxylic acid methoxy-methyl-amide), BrC1=NC=CC=C1C (2-bromo-3-methylpyridine). Product: FC=1C=CC(=C(C1)C1=CC(=CC=C1)N1C=NC(=C1)C(=O)C1=NC=CC=C1C)OC ([1-(5′-Fluoro-2′-methoxy-biphenyl-3-yl)-1H-imidazol-4-yl]-(3-methyl-pyridin-2-yl)-methanone). As a reaction SMILES: CON(C)[C:4]([C:6]1[N:7]=[CH:8][N:9]([C:11]2[CH:12]=[C:13]([C:17]3[CH:22]=[C:21]([F:23])[CH:20]=[CH:19][C:18]=3[O:24][CH3:25])[CH:14]=[CH:15][CH:16]=2)[CH:10]=1)=[O:5].Br[C:28]1[C:33]([CH3:34])=[CH:32][CH:31]=[CH:30][N:29]=1>>[F:23][C:21]1[CH:20]=[CH:19][C:18]([O:24][CH3:25])=[C:17]([C:13]2[CH:14]=[CH:15][CH:16]=[C:11]([N:9]3[CH:10]=[C:6]([C:4]([C:28]4[C:33]([CH3:34])=[CH:32][CH:31]=[CH:30][N:29]=4)=[O:5])[N:7]=[CH:8]3)[CH:12]=2)[CH:22]=1. Reported procedure: This compound was prepared by Method C using compound 12b and 2-bromo-3-methylpyridine. HRMS (ESI+): m/z=388.1471 [M+H] Reactants: COc1ccc(N2CC(C)NC(C)C2)cc1NS(=O)(=O)c1ccc(Br)cc1C, Cc1csc(B(O)O)c1, CC(C)(C)[O-], COCCOC, [K+], O, c1ccc(P(c2ccccc2)(c2ccccc2)[Pd](P(c2ccccc2)(c2ccccc2)c2ccccc2)(P(c2ccccc2)(c2ccccc2)c2ccccc2)P(c2ccccc2)(c2ccccc2)c2ccccc2)cc1. Yields the product COc1ccc(N2CC(C)NC(C)C2)cc1NS(=O)(=O)c1ccc(-c2cc(C)cs2)cc1C. Reaction SMILES: [Br:1][c:2]1[cH:3][c:4]([CH3:28])[c:5]([S:8](=[O:9])(=[O:10])[NH:11][c:12]2[c:13]([O:26][CH3:27])[cH:14][cH:15][c:16]([N:18]3[CH2:19][CH:20]([CH3:25])[NH:21][CH:22]([CH3:24])[CH2:23]3)[cH:17]2)[cH:6][cH:7]1.[CH3:29][c:30]1[cH:31][c:32]([B:35]([OH:36])[OH:37])[s:33][cH:34]1.[CH3:38][C:39]([CH3:40])([O-:41])[CH3:42].[CH3:44][O:45][CH2:46][CH2:47][O:48][CH3:49].[K+:43].[OH2:50].[cH:51]1[cH:52][cH:53][c:54]([P:55]([Pd:56]([P:57]([c:58]2[cH:59][cH:60][cH:61][cH:62][cH:63]2)([c:64]2[cH:65][cH:66][cH:67][cH:68][cH:69]2)[c:70]2[cH:71][cH:72][cH:73][cH:74][cH:75]2)([P:76]([c:77]2[cH:78][cH:79][cH:80][cH:81][cH:82]2)([c:83]2[cH:84][cH:85][cH:86][cH:87][cH:88]2)[c:89]2[cH:90][cH:91][cH:92][cH:93][cH:94]2)[P:95]([c:96]2[cH:97][cH:98][cH:99][cH:100][cH:101]2)([c:102]2[cH:103][cH:104][cH:105][cH:106][cH:107]2)[c:108]2[cH:109][cH:110][cH:111][cH:112][cH:113]2)([c:114]2[cH:115][cH:116][cH:117][cH:118][cH:119]2)[c:120]2[cH:121][cH:122][cH:123][cH:124][cH:125]2)[cH:126][cH:127]1>>[c:2]1(-[c:32]2[cH:31][c:30]([CH3:29])[cH:34][s:33]2)[cH:3][c:4]([CH3:28])[c:5]([S:8](=[O:9])(=[O:10])[NH:11][c:12]2[c:13]([O:26][CH3:27])[cH:14][cH:15][c:16]([N:18]3[CH2:19][CH:20]([CH3:25])[NH:21][CH:22]([CH3:24])[CH2:23]3)[cH:17]2)[cH:6][cH:7]1.